From a dataset of the Open Reaction Database (ORD), a public repository of structured organic reaction records. describe an organic reaction: reactants, conditions, products, and yield The reactants are [Br-], BrC[P+](c1ccccc1)(c1ccccc1)c1ccccc1, CC(C)(C)[O-], CC1(C)OC2C(CC=O)OC(n3cnc4c(NC5CCCC5)ncnc43)C2O1, [K+], N#N, C1CCOC1. Yields the product CC1(C)OC2C(CC=CBr)OC(n3cnc4c(NC5CCCC5)ncnc43)C2O1. RXN SMILES: [Br-:7].[Br:8][CH2:9][P+:10]([c:11]1[cH:12][cH:13][cH:14][cH:15][cH:16]1)([c:17]1[cH:18][cH:19][cH:20][cH:21][cH:22]1)[c:23]1[cH:24][cH:25][cH:26][cH:27][cH:28]1.[CH3:1][C:2]([CH3:3])([O-:4])[CH3:5].[CH:29]1([NH:34][c:35]2[c:36]3[n:37][cH:38][n:39]([CH:44]4[O:45][CH:46]([CH2:54][CH:55]=[O:56])[CH:47]5[O:48][C:49]([CH3:52])([CH3:53])[O:50][CH:51]45)[c:40]3[n:41][cH:42][n:43]2)[CH2:30][CH2:31][CH2:32][CH2:33]1.[K+:6].[N:57]#[N:58].[O:59]1[CH2:60][CH2:61][CH2:62][CH2:63]1>>[Br:8][CH:9]=[CH:55][CH2:54][CH:46]1[O:45][CH:44]([n:39]2[cH:38][n:37][c:36]3[c:35]([NH:34][CH:29]4[CH2:30][CH2:31][CH2:32][CH2:33]4)[n:43][cH:42][n:41][c:40]32)[CH:51]2[CH:47]1[O:48][C:49]([CH3:52])([CH3:53])[O:50]2. The reactants are C(C)(C)(C)C1=CC=C(C(=O)Cl)C=C1 (4-tert-butylbenzoyl chloride), NC1=C(C(=O)NC2=CC=C(C=C2)OC)C=CC=C1OC (2-amino-N-(4-methoxyphenyl)-3-methoxybenzamide). Product: C(C)(C)(C)C1=CC=C(C(=O)NC2=C(C(=O)NC3=CC=C(C=C3)OC)C=CC=C2OC)C=C1 (2-[(4-tert-Butylbenzoyl)amino]-3-methoxy-N-(4-methoxyphenyl)benzamide). The yield is 57.0%. As a reaction SMILES: [C:1]([C:5]1[CH:13]=[CH:12][C:8]([C:9](Cl)=[O:10])=[CH:7][CH:6]=1)([CH3:4])([CH3:3])[CH3:2].[NH2:14][C:15]1[C:31]([O:32][CH3:33])=[CH:30][CH:29]=[CH:28][C:16]=1[C:17]([NH:19][C:20]1[CH:25]=[CH:24][C:23]([O:26][CH3:27])=[CH:22][CH:21]=1)=[O:18]>>[C:1]([C:5]1[CH:13]=[CH:12][C:8]([C:9]([NH:14][C:15]2[C:31]([O:32][CH3:33])=[CH:30][CH:29]=[CH:28][C:16]=2[C:17]([NH:19][C:20]2[CH:21]=[CH:22][C:23]([O:26][CH3:27])=[CH:24][CH:25]=2)=[O:18])=[O:10])=[CH:7][CH:6]=1)([CH3:4])([CH3:3])[CH3:2]. Procedure: Using the procedure described in Example 93, Part A, 4-tert-butylbenzoyl chloride (0.81 mmol) and 2-amino-N-(4-methoxyphenyl)-3-methoxybenzamide (0.73 mmol) yielded 0.18 g (57%) of the title compound. Reactants: OB(O)O, CCCC(=O)C(CC(=O)OCC)C(=O)OCC, CCO, CCCCCC. Product: CCCC(=O)CCC(=O)OCC. Reaction SMILES: [B:18]([OH:19])([OH:20])[OH:21].[C:1]([CH2:2][CH2:3][CH3:4])(=[O:5])[CH:6]([C:7]([O:8][CH2:9][CH3:10])=[O:11])[CH2:12][C:13](=[O:14])[O:15][CH2:16][CH3:17].[CH3:22][CH2:23][OH:24].[CH3:25][CH2:26][CH2:27][CH2:28][CH2:29][CH3:30]>>[C:1]([CH2:2][CH2:3][CH3:4])(=[O:5])[CH2:6][CH2:12][C:13](=[O:14])[O:15][CH2:16][CH3:17]. The reactants are CC(=O)O[BH-](OC(C)=O)OC(C)=O, CC(=O)O, O=Cc1scnc1Cl, ClCCCl, CC(C)(C)OC(=O)N1CCC(N)CC1, [Na+], [Na+], [OH-]. The product is CC(C)(C)OC(=O)N1CCC(NCc2scnc2Cl)CC1. RXN SMILES: [C:1]([O:2][BH-:3]([O:4][C:5](=[O:6])[CH3:7])[O:8][C:9](=[O:10])[CH3:11])(=[O:12])[CH3:13].[CH3:37][C:38](=[O:39])[OH:40].[Cl:29][c:30]1[n:31][cH:32][s:33][c:34]1[CH:35]=[O:36].[Cl:43][CH2:44][CH2:45][Cl:46].[NH2:15][CH:16]1[CH2:17][CH2:18][N:19]([C:22](=[O:23])[O:24][C:25]([CH3:26])([CH3:27])[CH3:28])[CH2:20][CH2:21]1.[Na+:14].[Na+:42].[OH-:41]>>[NH:15]([CH:16]1[CH2:17][CH2:18][N:19]([C:22](=[O:23])[O:24][C:25]([CH3:26])([CH3:27])[CH3:28])[CH2:20][CH2:21]1)[CH2:35][c:34]1[c:30]([Cl:29])[n:31][cH:32][s:33]1. Reactants: C([O-])([O-])=O.[Na+].[Na+] (sodium carbonate), C(C)(=O)OCC (ethyl acetate), C1(=CC(=CC=C1)C(COC)(O)C=1C=C(C=CC1)C)C (1,1-bis-(3-tolyl)-2-methoxyethanol). Solvent: C(=O)O (formic acid). Product: C1(=CC(=CC=C1)C(C=O)C=1C=C(C=CC1)C)C (bis-(3-tolyl)acetaldehyde). Isolated yield 94.8%. RXN SMILES: [C:1]1([CH3:19])[CH:6]=[CH:5][CH:4]=[C:3]([C:7]([C:12]2[CH:13]=[C:14]([CH3:18])[CH:15]=[CH:16][CH:17]=2)(O)[CH2:8][O:9]C)[CH:2]=1.C(=O)([O-])[O-].[Na+].[Na+].C(OCC)(=O)C>C(O)=O>[C:14]1([CH3:18])[CH:15]=[CH:16][CH:17]=[C:12]([CH:7]([C:3]2[CH:2]=[C:1]([CH3:19])[CH:6]=[CH:5][CH:4]=2)[CH:8]=[O:9])[CH:13]=1 |f:1.2.3|. Procedure: A solution of 1,1-bis-(3-tolyl)-2-methoxyethanol (24.66 g) (obtained by reaction of (3-tolyl)magnesium bromide on methyl 2-methoxyacetate in tetrahydrofuran) in formic acid (30 cc) is refluxed for 12 hours, cooled and poured into a mixture of saturated sodium carbonate solution (400 cc) and ethyl acetate (400 cc). The organic phase is washed with water (3×300 cc) and with saturated sodium chloride solution (300 cc), then dried and concentrated to dryness under reduced pressure (2.7 kPa) to give ... Reactants: ClC=1C=C(C(=O)C2=C(C=C(C=C2C)C)C)C=CC1N1C=NC=C1 (3-chloro-4-(1-imidazolyl)-2',4',6'-trimethylbenzophenone), [BH4-].[Na+] (sodium borohydride). Run in C(C)O (ethanol), O (water), C(C)O (ethanol). Run at temperature 50 celsius, time 17 hour. Product: CC1=C(C(=CC(=C1)C)C)C(O)C1=CC(=C(C=C1)N1C=NC=C1)Cl (α-(2,4,6-trimethylphenyl)-3-chloro-4-(1-imidazolyl)benzenemethanol). Isolated yield 89.2%. RXN SMILES: [Cl:1][C:2]1[CH:3]=[C:4]([CH:16]=[CH:17][C:18]=1[N:19]1[CH:23]=[CH:22][N:21]=[CH:20]1)[C:5]([C:7]1[C:12]([CH3:13])=[CH:11][C:10]([CH3:14])=[CH:9][C:8]=1[CH3:15])=[O:6].[BH4-].[Na+]>C(O)C.O>[CH3:13][C:12]1[CH:11]=[C:10]([CH3:14])[CH:9]=[C:8]([CH3:15])[C:7]=1[CH:5]([C:4]1[CH:16]=[CH:17][C:18]([N:19]2[CH:23]=[CH:22][N:21]=[CH:20]2)=[C:2]([Cl:1])[CH:3]=1)[OH:6] |f:1.2|. Reported procedure: In 100 ml of ethanol is dissolved 15.6 g of oily 3-chloro-4-(1-imidazolyl)-2',4',6'-trimethylbenzophenone obtained in the reference example 4. To the ethanol solution is added a solution of 1.8 g of sodium borohydride in 20 ml of water. After the whole solution is stirred at 50° C. for 17 hours, the reaction mixture is poured into ice-cold water and extracted with chloroform. The chloroform is distilled off and the residue is recrystallized from toluene to give 14 g of α-(2,4,6-trimethylphenyl)-... The reactants are O (H2O), 15N NaOH, O (H2O), C(C1=CC=CC=C1)=NC(C(=O)OCC)(CCOC1OCCCC1)C (Ethyl 2-benzylideneamino-2-methyl-4-[(tetrahydro-2H-pyran-2-yl)oxy]butyrate), [H-].[Al+3].[Li+].[H-].[H-].[H-] (lithium aluminum hydride). The solvent is C1CCOC1 (THF), C1CCOC1 (THF). Yields the product C(C1=CC=CC=C1)NC(CO)(CCOC1OCCCC1)C (2-benzylamino-2-methyl-4-[(tetrahydro-2H-pyran-2-yl)oxy]butanol). The yield is 92.1%. Reaction SMILES: [CH:1](=[N:8][C:9]([CH3:24])([CH2:15][CH2:16][O:17][CH:18]1[CH2:23][CH2:22][CH2:21][CH2:20][O:19]1)[C:10](OCC)=[O:11])[C:2]1[CH:7]=[CH:6][CH:5]=[CH:4][CH:3]=1.[H-].[Al+3].[Li+].[H-].[H-].[H-].O>C1COCC1>[CH2:1]([NH:8][C:9]([CH3:24])([CH2:15][CH2:16][O:17][CH:18]1[CH2:23][CH2:22][CH2:21][CH2:20][O:19]1)[CH2:10][OH:11])[C:2]1[CH:3]=[CH:4][CH:5]=[CH:6][CH:7]=1 |f:1.2.3.4.5.6|. Reported procedure: A solution of ethyl 2-benzylideneamino-2-methyl-4-[(tetrahydro-2H-pyran-2-yl)oxy]butyrate (67C, 100.0 g, 0.3 mol) in THF (100 mL) was added slowly to a suspension of lithium aluminum hydride (Morton Thiokol, Inc.-Alfa Products, 22.77 g, 0.6 mol) rapidly stirred in dry THF (1 L) at such a rate to maintain a gentle reflux. After the addition was complete the mixture was refluxed for 4 h. The reaction mixture was cooled and treated successively with H2O (23 mL), 15N NaOH (23 mL) and H2O (45 mL). Th... Starting materials: CC(=O)OC(C)=O, CC(C)=O, ON=Cc1ccco1, CC(C)OC(=O)C1(F)C(=O)NC(=O)NC1O, c1ccncc1. Product: CC(C)OC(=O)C1(F)C(=O)NC(=O)NC1ON=Cc1ccco1. Reaction SMILES: [CH3:23][C:24]([O:25][C:26](=[O:27])[CH3:28])=[O:29].[CH3:38][C:39](=[O:40])[CH3:41].[CH:30]([c:31]1[cH:32][cH:33][cH:34][o:35]1)=[N:36][OH:37].[F:1][C:2]1([C:11](=[O:12])[O:13][CH:14]([CH3:15])[CH3:16])[C:3](=[O:10])[NH:4][C:5](=[O:9])[NH:6][CH:7]1[OH:8].[cH:17]1[cH:18][cH:19][n:20][cH:21][cH:22]1>>[F:1][C:2]1([C:11](=[O:12])[O:13][CH:14]([CH3:15])[CH3:16])[C:3](=[O:10])[NH:4][C:5](=[O:9])[NH:6][CH:7]1[O:8][N:36]=[CH:30][c:31]1[cH:32][cH:33][cH:34][o:35]1. Reactants: FC1=CC2=C(N(C(O2)=O)C)C=C1B1OC(C(O1)(C)C)(C)C (6-fluoro-3-methyl-5-(4,4,5,5-tetramethyl-1,3,2-dioxaborolan-2-yl)benzo[d]oxazol-2(3H)-one), BrC=1C=C(C=NC1)NS(=O)(=O)CC (N-(5-bromopyridin-3-yl)ethanesulfonamide), [O-]P(=O)([O-])[O-].[K+].[K+].[K+] (K3PO4). Reagents/catalysts: C=1C=CC(=CC1)[P](C=2C=CC=CC2)(C=3C=CC=CC3)[Pd]([P](C=4C=CC=CC4)(C=5C=CC=CC5)C=6C=CC=CC6)([P](C=7C=CC=CC7)(C=8C=CC=CC8)C=9C=CC=CC9)[P](C=1C=CC=CC1)(C=1C=CC=CC1)C=1C=CC=CC1 (Pd(PPh3)4). Conditions: temperature 100 celsius, time 1 hour. Yields the product FC1=CC2=C(N(C(O2)=O)C)C=C1C=1C=C(C=NC1)NS(=O)(=O)CC (N-(5-(6-fluoro-3-methyl-2-oxo-2,3-dihydrobenzo[d]oxazol-5-yl)pyridin-3-yl)ethanesulfonamide). As a reaction SMILES: [F:1][C:2]1[C:12](B2OC(C)(C)C(C)(C)O2)=[CH:11][C:5]2[N:6]([CH3:10])[C:7](=[O:9])[O:8][C:4]=2[CH:3]=1.Br[C:23]1[CH:24]=[C:25]([NH:29][S:30]([CH2:33][CH3:34])(=[O:32])=[O:31])[CH:26]=[N:27][CH:28]=1.[O-]P([O-])([O-])=O.[K+].[K+].[K+]>C1C=CC([P]([Pd]([P](C2C=CC=CC=2)(C2C=CC=CC=2)C2C=CC=CC=2)([P](C2C=CC=CC=2)(C2C=CC=CC=2)C2C=CC=CC=2)[P](C2C=CC=CC=2)(C2C=CC=CC=2)C2C=CC=CC=2)(C2C=CC=CC=2)C2C=CC=CC=2)=CC=1>[F:1][C:2]1[C:12]([C:23]2[CH:24]=[C:25]([NH:29][S:30]([CH2:33][CH3:34])(=[O:32])=[O:31])[CH:26]=[N:27][CH:28]=2)=[CH:11][C:5]2[N:6]([CH3:10])[C:7](=[O:9])[O:8][C:4]=2[CH:3]=1 |f:2.3.4.5,^1:46,48,67,86|. Reported procedure: A flask was charged with 6-fluoro-3-methyl-5-(4,4,5,5-tetramethyl-1,3,2-dioxaborolan-2-yl)benzo[d]oxazol-2(3H)-one (220 mg, 0.751 mmol), N-(5-bromopyridin-3-yl)ethanesulfonamide (133 mg, 0.5 mmol), K3PO4 (212 mg, 1.0 mmol) and Pd(PPh3)4 (28.9 mg, 0.025 mmol). The flask was flushed with N2 and DMF (5 mL) was added. The mixture was stirred under N2 at 100° C. for 1 h. The mixture was cooled to room temperature, diluted with EtOAc (100 mL) and filtered through a pad of celite. The celite pad was wa... Reactants: FC1=C(C(=CC=C1)[N+](=O)[O-])C1(CCC1)C(=O)OC (methyl 1-(2-fluoro-6-nitrophenyl)cyclobutanecarboxylate). The reagents and catalysts are [Zn] (zinc). Run in C(C)(=O)O (acetic acid). Reaction conditions: time 8 hour. Yields the product FC1=C2C3(C(NC2=CC=C1)=O)CCC3 (4′-fluorospiro[cyclobutane-1,3′-indol]-2′ (1′H)-one). Isolated yield 97.9%. As a reaction SMILES: [F:1][C:2]1[CH:7]=[CH:6][CH:5]=[C:4]([N+:8]([O-])=O)[C:3]=1[C:11]1([C:15]([O:17]C)=O)[CH2:14][CH2:13][CH2:12]1>C(O)(=O)C.[Zn]>[F:1][C:2]1[CH:7]=[CH:6][CH:5]=[C:4]2[C:3]=1[C:11]1([CH2:14][CH2:13][CH2:12]1)[C:15](=[O:17])[NH:8]2. Procedure details: To a solution of methyl 1-(2-fluoro-6-nitrophenyl)cyclobutanecarboxylate (3.11 g) in acetic acid (60 mL) was added zinc (16.1 g), and the mixture was stirred overnight at room temperature. The zinc was removed by filtration, and the filtrate was concentrated under reduced pressure, and the residue was dissolved in ethyl acetate. The solution was washed with saturated aqueous sodium hydrogen carbonate solution, dried over anhydrous magnesium sulfate, and concentrated under reduced pressure. The r...